From a dataset of the Open Reaction Database (ORD), a public repository of structured organic reaction records. describe an organic reaction: reactants, conditions, products, and yield Starting materials: O1C(C1)CCCCOC1=CC=C(C(=O)N2CCC(CC2)N2C(=O)CCC3=CC=CC=C23)C=C1 (1-{1-[4-(4-Oxiranylbutoxy)benzoyl]-4-piperidinyl}-3,4-dihydrocarbostyril), C(C=C)N (allylamine). The solvent is CO (methanol). Conditions: time 8 hour. Yields the product OC(CCCCOC1=CC=C(C(=O)N2CCC(CC2)N2C(=O)CCC3=CC=CC=C23)C=C1)CNCC=C (1-{1-[4-(5-hydroxy-6-allylaminohexyloxy)benzoyl]-4-piperidinyl}-3,4-dihydrocarbostyril). RXN SMILES: [O:1]1[CH2:3][CH:2]1[CH2:4][CH2:5][CH2:6][CH2:7][O:8][C:9]1[CH:33]=[CH:32][C:12]([C:13]([N:15]2[CH2:20][CH2:19][CH:18]([N:21]3[C:31]4[C:26](=[CH:27][CH:28]=[CH:29][CH:30]=4)[CH2:25][CH2:24][C:22]3=[O:23])[CH2:17][CH2:16]2)=[O:14])=[CH:11][CH:10]=1.[CH2:34]([NH2:37])[CH:35]=[CH2:36]>CO>[OH:1][CH:2]([CH2:3][NH:37][CH2:34][CH:35]=[CH2:36])[CH2:4][CH2:5][CH2:6][CH2:7][O:8][C:9]1[CH:33]=[CH:32][C:12]([C:13]([N:15]2[CH2:20][CH2:19][CH:18]([N:21]3[C:31]4[C:26](=[CH:27][CH:28]=[CH:29][CH:30]=4)[CH2:25][CH2:24][C:22]3=[O:23])[CH2:17][CH2:16]2)=[O:14])=[CH:11][CH:10]=1. Reported procedure: 1-{1-[4-(4-Oxiranylbutoxy)benzoyl]-4-piperidinyl}-3,4-dihydrocarbostyril (4.6 g) is dissolved in methanol (100 ml), and thereto is added allylamine (10 ml), and the mixture is stirred overnight. The reaction mixture is concentrated and purified by silica gel column chromatography (eluent; dichloromethane: methanol=10:1) to give 1-{1-[4-(5-hydroxy-6-allylaminohexyloxy)benzoyl]-4-piperidinyl}-3,4-dihydrocarbostyril (2.5 g) as colorless oil.